Dataset: the Open Reaction Database (ORD), a public repository of structured organic reaction records. Task: describe an organic reaction: reactants, conditions, products, and yield The reactants are [N+](=O)([O-])C1=CC=CC=C1 (nitrobenzene), ClS(=O)(=O)O (chlorosulfonic acid), S(N)(O)(=O)=O (sulfamic acid). Product: [N+](=O)([O-])C=1C=C(C=CC1)S(=O)(=O)Cl (3-nitrobenzenesulfonyl chloride). The yield is 79.0%. RXN SMILES: [N+:1]([C:4]1[CH:9]=[CH:8][CH:7]=[CH:6][CH:5]=1)([O-:3])=[O:2].[Cl:10][S:11](O)(=[O:13])=[O:12].S(=O)(=O)(O)N>>[N+:1]([C:4]1[CH:9]=[C:8]([S:11]([Cl:10])(=[O:13])=[O:12])[CH:7]=[CH:6][CH:5]=1)([O-:3])=[O:2]. Reported procedure: 123.1 g (1.0 mol) of nitrobenzene and 582.5 g (5.0 mol) of chlorosulfonic acid are reacted as described in Example 20, but without addition of sulfamic acid. 175.1 g of dry 3-nitrobenzenesulfonyl chloride, corresponding to a yield of 79.0% of theory, are obtained. Reactants: C[Si](C)(C)CCOCn1cnc(Cl)c1C(=O)NCc1ccc(Cl)c(Oc2cc(Br)c(F)cc2[N+](=O)[O-])c1F, ClCCl, O=C(O)C(F)(F)F. Product: O=C(NCc1ccc(Cl)c(Oc2cc(Br)c(F)cc2[N+](=O)[O-])c1F)c1[nH]cnc1Cl. Reaction SMILES: [Br:1][c:2]1[c:3]([F:38])[cH:4][c:5]([N+:35](=[O:36])[O-:37])[c:6]([O:8][c:9]2[c:10]([F:34])[c:11]([CH2:16][NH:17][C:18](=[O:19])[c:20]3[c:21]([Cl:33])[n:22][cH:23][n:24]3[CH2:25][O:26][CH2:27][CH2:28][Si:29]([CH3:30])([CH3:31])[CH3:32])[cH:12][cH:13][c:14]2[Cl:15])[cH:7]1.[Cl:46][CH2:47][Cl:48].[F:39][C:40]([F:41])([F:42])[C:43]([OH:44])=[O:45]>>[Br:1][c:2]1[c:3]([F:38])[cH:4][c:5]([N+:35](=[O:36])[O-:37])[c:6]([O:8][c:9]2[c:10]([F:34])[c:11]([CH2:16][NH:17][C:18](=[O:19])[c:20]3[c:21]([Cl:33])[n:22][cH:23][nH:24]3)[cH:12][cH:13][c:14]2[Cl:15])[cH:7]1. Starting materials: C1CCOC1, C=CCC1C(=O)N(C(Cc2ccc3ccccc3c2)C(=O)OC)CCN1C(=O)C(N)Cc1ccc(F)cc1, Cl, [Li+], [OH-]. Reaction SMILES: [CH2:42]1[O:43][CH2:44][CH2:45][CH2:46]1.[CH3:1][O:2][C:3]([CH:4]([CH2:5][c:6]1[cH:7][c:8]2[cH:9][cH:10][cH:11][cH:12][c:13]2[cH:14][cH:15]1)[N:16]1[C:17](=[O:37])[CH:18]([CH2:34][CH:35]=[CH2:36])[N:19]([C:22]([CH:23]([CH2:24][c:25]2[cH:26][cH:27][c:28]([F:31])[cH:29][cH:30]2)[NH2:32])=[O:33])[CH2:20][CH2:21]1)=[O:38].[ClH:41].[Li+:40].[OH-:39]>>[O:2]=[C:3]([CH:4]([CH2:5][c:6]1[cH:7][c:8]2[cH:9][cH:10][cH:11][cH:12][c:13]2[cH:14][cH:15]1)[N:16]1[C:17](=[O:37])[CH:18]([CH2:34][CH:35]=[CH2:36])[N:19]([C:22]([CH:23]([CH2:24][c:25]2[cH:26][cH:27][c:28]([F:31])[cH:29][cH:30]2)[NH2:32])=[O:33])[CH2:20][CH2:21]1)[OH:38]. Product: C=CCC1C(=O)N(C(Cc2ccc3ccccc3c2)C(=O)O)CCN1C(=O)C(N)Cc1ccc(F)cc1. Reactants: CC1=C(C=C(C(=O)O)C(=O)O)C=CC=C1 (2-Methylbenzylidenemalonic acid). The reagents and catalysts are [Pd] (Pd/C). The solvent is CCOC(=O)C (EtOAc), CCO (EtOH). Reaction conditions: time 2 hour. Product: CC1=C(CC(C(=O)O)C(=O)O)C=CC=C1 ((2-Methylbenzyl)malonic acid). As a reaction SMILES: [CH3:1][C:2]1[CH:15]=[CH:14][CH:13]=[CH:12][C:3]=1[CH:4]=[C:5]([C:9]([OH:11])=[O:10])[C:6]([OH:8])=[O:7]>CCOC(C)=O.CCO.[Pd]>[CH3:1][C:2]1[CH:15]=[CH:14][CH:13]=[CH:12][C:3]=1[CH2:4][CH:5]([C:9]([OH:11])=[O:10])[C:6]([OH:8])=[O:7]. Reported procedure: Hydrogenate the acid of Step 1 (24.3 g) in EtOAc (600 ml) and EtOH (100 ml) at 60 psi with 5% Pd/C (1.0 g). After 2 hr., filter and concentrate to obtain the title compound as a beige solid, m.p. 132°-5°. Starting materials: CCOC(=O)Cc1cc(N2CCN(C)CC2)ccc1[N+](=O)[O-], [NH4+], [OH-]. Product: CN1CCN(c2ccc([N+](=O)[O-])c(CC(N)=O)c2)CC1. As a reaction SMILES: [CH2:1]([O:3][C:4](=[O:2])[CH2:5][c:6]1[c:7]([N+:19](=[O:20])[O-:21])[cH:8][cH:9][c:10]([N:12]2[CH2:13][CH2:14][N:15]([CH3:18])[CH2:16][CH2:17]2)[cH:11]1)[CH3:22].[NH4+:24].[OH-:23]>>[O:3]=[C:4]([CH2:5][c:6]1[c:7]([N+:19](=[O:20])[O-:21])[cH:8][cH:9][c:10]([N:12]2[CH2:13][CH2:14][N:15]([CH3:18])[CH2:16][CH2:17]2)[cH:11]1)[NH2:24].